This data is from the Open Reaction Database (ORD), a public repository of structured organic reaction records. The task is: describe an organic reaction: reactants, conditions, products, and yield The reactants are COC(=O)c1c(F)cccc1S(=O)(=O)Cl, N, C1CCOC1. The product is Cl, O=C1NS(=O)(=O)c2cccc(F)c21. As a reaction SMILES: [Cl:2][S:3](=[O:4])(=[O:5])[c:6]1[c:7]([C:8](=[O:9])[O:10][CH3:11])[c:12]([F:16])[cH:13][cH:14][cH:15]1.[NH3:1].[O:17]1[CH2:18][CH2:19][CH2:20][CH2:21]1>>[ClH:2].[NH:1]1[S:3](=[O:4])(=[O:5])[c:6]2[c:7]([c:12]([F:16])[cH:13][cH:14][cH:15]2)[C:8]1=[O:9]. Starting materials: C(C)(C)(C)OC(COC1=C(C=C(C=C1)SCC#C)C)=O ((2-methyl-4-prop-2-ynylsulfanyl-phenoxy)-acetic acid tert-butyl ester), FC1=CC=C(C=C1)I (1-fluoro-4-iodo-benzene). The product is C(C)(C)(C)OC(COC1=C(C=C(C=C1)SCC#CC1=CC=C(C=C1)F)C)=O ({4-[3-(4-Fluoro-phenyl)-prop-2-ynylsulfanyl]-2-methyl-phenoxy}-acetic acid tert-butyl ester). As a reaction SMILES: [C:1]([O:5][C:6](=[O:20])[CH2:7][O:8][C:9]1[CH:14]=[CH:13][C:12]([S:15][CH2:16][C:17]#[CH:18])=[CH:11][C:10]=1[CH3:19])([CH3:4])([CH3:3])[CH3:2].[F:21][C:22]1[CH:27]=[CH:26][C:25](I)=[CH:24][CH:23]=1>>[C:1]([O:5][C:6](=[O:20])[CH2:7][O:8][C:9]1[CH:14]=[CH:13][C:12]([S:15][CH2:16][C:17]#[C:18][C:25]2[CH:26]=[CH:27][C:22]([F:21])=[CH:23][CH:24]=2)=[CH:11][C:10]=1[CH3:19])([CH3:4])([CH3:3])[CH3:2]. Procedure: In analogy to the procedure described in example 5B], (2-methyl-4-prop-2-ynylsulfanyl-phenoxy)-acetic acid tert-butyl ester (example 5A]) and 1-fluoro-4-iodo-benzene gave the title compound as a yellow oil. Reactants: F[B-](F)(F)F, COc1ncc(Br)cc1C=CC(=O)O, CNC, CCN(C(C)C)C(C)C, ClCCl, CN(C)C(On1nnc2ccccc21)=[N+](C)C. Yields the product COc1ncc(Br)cc1C=CC(=O)N(C)C. Reaction SMILES: [B-:27]([F:28])([F:29])([F:30])[F:31].[Br:1][c:2]1[cH:3][c:4]([CH:10]=[CH:11][C:12](=[O:13])[OH:14])[c:5]([O:8][CH3:9])[n:6][cH:7]1.[CH3:15][NH:16][CH3:17].[CH:18]([N:19]([CH2:20][CH3:21])[CH:22]([CH3:23])[CH3:24])([CH3:25])[CH3:26].[Cl:49][CH2:50][Cl:51].[n:32]1([O:33][C:34]([N:35]([CH3:36])[CH3:37])=[N+:38]([CH3:39])[CH3:40])[c:41]2[cH:42][cH:43][cH:44][cH:45][c:46]2[n:47][n:48]1>>[Br:1][c:2]1[cH:3][c:4]([CH:10]=[CH:11][C:12](=[O:14])[N:16]([CH3:15])[CH3:17])[c:5]([O:8][CH3:9])[n:6][cH:7]1.